From a dataset of the Open Reaction Database (ORD), a public repository of structured organic reaction records. describe an organic reaction: reactants, conditions, products, and yield Starting materials: CCc1ccccc1-c1ccccc1OCc1ccc(C(=O)OC)cc1, NCCO, O. The product is CCc1ccccc1-c1ccccc1OCc1ccc(C(=O)NCCO)cc1. As a reaction SMILES: [CH3:1][CH2:2][c:3]1[c:4](-[c:9]2[c:10]([O:11][CH2:12][c:13]3[cH:14][cH:15][c:16]([C:17](=[O:18])[O:19][CH3:20])[cH:21][cH:22]3)[cH:23][cH:24][cH:25][cH:26]2)[cH:5][cH:6][cH:7][cH:8]1.[NH2:28][CH2:29][CH2:30][OH:31].[OH2:27]>>[CH3:1][CH2:2][c:3]1[c:4](-[c:9]2[c:10]([O:11][CH2:12][c:13]3[cH:14][cH:15][c:16]([C:17](=[O:18])[NH:28][CH2:29][CH2:30][OH:31])[cH:21][cH:22]3)[cH:23][cH:24][cH:25][cH:26]2)[cH:5][cH:6][cH:7][cH:8]1. Starting materials: O=C([O-])O, COCCN(CCOC)S(F)(F)F, OC1CN(C(c2ccccc2)c2ccccc2)C1, ClCCl, [Na+], O. Product: FC1CN(C(c2ccccc2)c2ccccc2)C1. As a reaction SMILES: [C:35](=[O:36])([OH:37])[O-:38].[CH3:22][O:23][CH2:24][CH2:25][N:26]([S:27]([F:28])([F:29])[F:32])[CH2:30][CH2:31][O:33][CH3:34].[CH:1]([c:2]1[cH:3][cH:4][cH:5][cH:6][cH:7]1)([c:8]1[cH:9][cH:10][cH:11][cH:12][cH:13]1)[N:14]1[CH2:15][CH:16]([OH:18])[CH2:17]1.[Cl:19][CH2:20][Cl:21].[Na+:39].[OH2:40]>>[CH:1]([c:2]1[cH:3][cH:4][cH:5][cH:6][cH:7]1)([c:8]1[cH:9][cH:10][cH:11][cH:12][cH:13]1)[N:14]1[CH2:15][CH:16]([F:32])[CH2:17]1.